This data is from the Open Reaction Database (ORD), a public repository of structured organic reaction records. The task is: describe an organic reaction: reactants, conditions, products, and yield Reaction conditions: temperature 0 celsius. The reactants are NC1=CC=C(C=C1)CCCO (3-(4-aminophenyl)propanol), N1=CC=CC=C1 (pyridine), ClC(=O)OCC=C (allyl chloroformate). Solvent: ClCCl (dichloromethane), ClCCl (dichloromethane). Product: C(=O)(OCC=C)NC1=CC=C(C=C1)CCCO (3-(4-(N-carboallyloxy)aminophenyl)propanol). Yield: 87.5%. Procedure details: To a round bottomed flask was added the 3-(4-aminophenyl)propanol (1.3 g, 8.6 mmol), pyridine (1.0 mL, 12 mmol) and dichloromethane (25 mL). The solution was cooled to 0° C. and treated with allyl chloroformate (1.0 mL, 9.4 mmol). After allowing to warm to 22° C. over 1 hour, the reaction mixture was diluted with dichloromethane and washed twice with 1N HCl, followed by sat. NaHCO3, water and sat. aq. NaCl. The organic extract was dried (MgSO4) and concentrated in vacuo. Purification by flash ch... Reaction SMILES: [NH2:1][C:2]1[CH:7]=[CH:6][C:5]([CH2:8][CH2:9][CH2:10][OH:11])=[CH:4][CH:3]=1.N1C=CC=CC=1.Cl[C:19]([O:21][CH2:22][CH:23]=[CH2:24])=[O:20]>ClCCl>[C:19]([NH:1][C:2]1[CH:3]=[CH:4][C:5]([CH2:8][CH2:9][CH2:10][OH:11])=[CH:6][CH:7]=1)([O:21][CH2:22][CH:23]=[CH2:24])=[O:20]. Reactants: COC=1C=C(CC2N(CCC3=CC(=C(C=C23)O)OC)CC(=O)NC2CCC3=CC=CC=C23)C=CC1OC (2-[1-(3,4-dimethoxy-benzyl)-7-hydroxy-6-methoxy-3,4-dihydro-1H-isoquinolin-2-yl]-N-(indan-1-yl)-acetamide), BrCC(C)C (1-bromo-2-methyl-propane). The product is COC=1C=C(CC2N(CCC3=CC(=C(C=C23)OCC(C)C)OC)CC(=O)NC2CCC3=CC=CC=C23)C=CC1OC (2-[1-(3,4-dimethoxy-benzyl)-7-isobutoxy-6-methoxy-3,4-dihydro-1H-isoquinolin-2-yl]-N-(indan-1-yl)-acetamide). RXN SMILES: [CH3:1][O:2][C:3]1[CH:4]=[C:5]([CH:33]=[CH:34][C:35]=1[O:36][CH3:37])[CH2:6][CH:7]1[C:16]2[C:11](=[CH:12][C:13]([O:18][CH3:19])=[C:14]([OH:17])[CH:15]=2)[CH2:10][CH2:9][N:8]1[CH2:20][C:21]([NH:23][CH:24]1[C:32]2[C:27](=[CH:28][CH:29]=[CH:30][CH:31]=2)[CH2:26][CH2:25]1)=[O:22].Br[CH2:39][CH:40]([CH3:42])[CH3:41]>>[CH3:1][O:2][C:3]1[CH:4]=[C:5]([CH:33]=[CH:34][C:35]=1[O:36][CH3:37])[CH2:6][CH:7]1[C:16]2[C:11](=[CH:12][C:13]([O:18][CH3:19])=[C:14]([O:17][CH2:39][CH:40]([CH3:42])[CH3:41])[CH:15]=2)[CH2:10][CH2:9][N:8]1[CH2:20][C:21]([NH:23][CH:24]1[C:32]2[C:27](=[CH:28][CH:29]=[CH:30][CH:31]=2)[CH2:26][CH2:25]1)=[O:22]. Procedure: prepared by reaction of 2-[1-(3,4-dimethoxy-benzyl)-7-hydroxy-6-methoxy-3,4-dihydro-1H-isoquinolin-2-yl]-N-(indan-1-yl)-acetamide with 1-bromo-2-methyl-propane Reactants: C1(=CC=CC=C1)OC (Anisole), C(C)(C)(C)C1=CC=C(C=C1)/C(=C\[C@@H]1N(C(CC1)=O)CC1=C(C=C(C=C1)OC)OC)/C1=CC=C(C(N1)=O)CC (6-{(E)-1-(4-tert-butylphenyl)-2-[(2R)-1-(2,4-dimethoxybenzyl)-5-oxopyrrolidin-2-yl]ethenyl}-3-ethylpyridin-2(1H)-one). The solvent is FC(C(=O)O)(F)F (trifluoroacetic acid), FC(C(=O)O)(F)F (Trifluoroacetic acid). Run at temperature 65 celsius, time 7 hour. Product: C(C)(C)(C)C1=CC=C(C=C1)/C(=C\[C@@H]1NC(CC1)=O)/C1=CC=C(C(N1)=O)CC (6-{(E)-1-(4-tert-Butylphenyl)-2-[(2R)-5-oxopyrrolidin-2-yl]ethenyl}-3-ethylpyridin-2(1H)-one). Isolated yield 57.6%. As a reaction SMILES: C1(OC)C=CC=CC=1.[C:9]([C:13]1[CH:18]=[CH:17][C:16](/[C:19](/[C:38]2[NH:43][C:42](=[O:44])[C:41]([CH2:45][CH3:46])=[CH:40][CH:39]=2)=[CH:20]\[C@H:21]2[CH2:25][CH2:24][C:23](=[O:26])[N:22]2CC2C=CC(OC)=CC=2OC)=[CH:15][CH:14]=1)([CH3:12])([CH3:11])[CH3:10]>FC(F)(F)C(O)=O>[C:9]([C:13]1[CH:14]=[CH:15][C:16](/[C:19](/[C:38]2[NH:43][C:42](=[O:44])[C:41]([CH2:45][CH3:46])=[CH:40][CH:39]=2)=[CH:20]\[C@H:21]2[CH2:25][CH2:24][C:23](=[O:26])[NH:22]2)=[CH:17][CH:18]=1)([CH3:12])([CH3:11])[CH3:10]. Reported procedure: Anisole (0.25 mL) was added to a solution of 6-{(E)-1-(4-tert-butylphenyl)-2-[(2R)-1-(2,4-dimethoxybenzyl)-5-oxopyrrolidin-2-yl]ethenyl}-3-ethylpyridin-2(1H)-one (49 mg) in trifluoroacetic acid (0.5 mL), and the mixture was stirred at 65° C. for seven hours. Trifluoroacetic acid (0.5 mL) was added and the mixture was stirred for further five hours, after which the solvent was evaporated under reduced pressure. The residue was purified by silica gel column chromatography (chloroform:methanol=1:0→...